This data is from the Open Reaction Database (ORD), a public repository of structured organic reaction records. The task is: describe an organic reaction: reactants, conditions, products, and yield Reactants: CCO, ClCc1ccc2ccccc2n1, Cl, [K+], [OH-], O, OCCc1ccc(O)cc1. Product: OCCc1ccc(OCc2ccc3ccccc3n2)cc1. As a reaction SMILES: [CH3:27][CH2:28][OH:29].[Cl:14][CH2:15][c:16]1[n:17][c:18]2[cH:19][cH:20][cH:21][cH:22][c:23]2[cH:24][cH:25]1.[ClH:13].[K+:12].[OH-:11].[OH2:26].[OH:1][c:2]1[cH:3][cH:4][c:5]([CH2:8][CH2:9][OH:10])[cH:6][cH:7]1>>[O:1]([c:2]1[cH:3][cH:4][c:5]([CH2:8][CH2:9][OH:10])[cH:6][cH:7]1)[CH2:15][c:16]1[n:17][c:18]2[cH:19][cH:20][cH:21][cH:22][c:23]2[cH:24][cH:25]1.